This data is from the Open Reaction Database (ORD), a public repository of structured organic reaction records. The task is: describe an organic reaction: reactants, conditions, products, and yield Starting materials: C1(CC1)OC1=C(C#N)C=CC(=C1)CC=O (2-(cyclopropyloxy)-4-(2-oxoethyl)benzonitrile), N1(CCNCC1)CCC1=CC2=C(C(OC2)=O)C=C1 (5-(2-piperazin-1-ylethyl)-2-benzofuran-1(3H)-one), [BH-](OC(=O)C)(OC(=O)C)OC(=O)C.[Na+] (NaBH(OAc)3). Solvent: C(Cl)Cl (DCM), C(Cl)Cl (DCM). The product is C1(CC1)OC1=C(C#N)C=CC(=C1)CCN1CCN(CC1)CCC1=CC2=C(C(OC2)=O)C=C1 (2-(cyclopropyloxy)-4-(2-{4-[2-(1-oxo-1,3-dihydro-2-benzofuran-5-yl)ethyl]piperazin-1-yl}ethyl)benzonitrile). As a reaction SMILES: [CH:1]1([O:4][C:5]2[CH:12]=[C:11]([CH2:13][CH:14]=O)[CH:10]=[CH:9][C:6]=2[C:7]#[N:8])[CH2:3][CH2:2]1.[N:16]1([CH2:22][CH2:23][C:24]2[CH:33]=[CH:32][C:27]3[C:28](=[O:31])[O:29][CH2:30][C:26]=3[CH:25]=2)[CH2:21][CH2:20][NH:19][CH2:18][CH2:17]1.[BH-](OC(C)=O)(OC(C)=O)OC(C)=O.[Na+]>C(Cl)Cl>[CH:1]1([O:4][C:5]2[CH:12]=[C:11]([CH2:13][CH2:14][N:19]3[CH2:20][CH2:21][N:16]([CH2:22][CH2:23][C:24]4[CH:33]=[CH:32][C:27]5[C:28](=[O:31])[O:29][CH2:30][C:26]=5[CH:25]=4)[CH2:17][CH2:18]3)[CH:10]=[CH:9][C:6]=2[C:7]#[N:8])[CH2:2][CH2:3]1 |f:2.3|. Procedure: A solution of crude 2-(cyclopropyloxy)-4-(2-oxoethyl)benzonitrile (80 mg, 0.4 mmol), 5-(2-piperazin-1-ylethyl)-2-benzofuran-1(3H)-one (150 mg, 0.6 mmol) and NaBH(OAc)3 (400 mg, 2 mmol) in 10 mL of anhydrous DCM was stirred at ambient temperature overnight. The reaction mixture was added 50 mL of DCM and washed with brine. The organic layer was dried over anhydrous sodium sulfate and concentrated. The residue was purified with prep-TLC to afford 2-(cyclopropyloxy)-4-(2-{4-[2-(1-oxo-1,3-dihydro-2-... The reactants are COC=1CCCCC(N1)CC=1C(=NOC1)C(F)(F)F (3,4,5,6-tetrahydro-7-methoxy-2-[[3-(trifluoromethyl)isoxazol-4-yl]methyl)-2H-azepine), [Cl-].[NH4+] (ammonium chloride). The product is Cl.FC(C1=NOC=C1CC1CCCCC(N1)=N)(F)F (hexahydro-7-[(3-(trifluoromethyl)isoxazol-4-yl]methyl]-2H-azepin-2-imine, monohydrochloride). Reaction SMILES: CO[C:3]1[CH2:4][CH2:5][CH2:6][CH2:7][CH:8]([CH2:10][C:11]2[C:12]([C:16]([F:19])([F:18])[F:17])=[N:13][O:14][CH:15]=2)[N:9]=1.[Cl-:20].[NH4+:21]>>[ClH:20].[F:17][C:16]([F:19])([F:18])[C:12]1[C:11]([CH2:10][CH:8]2[NH:9][C:3](=[NH:21])[CH2:4][CH2:5][CH2:6][CH2:7]2)=[CH:15][O:14][N:13]=1 |f:1.2,3.4|. Procedure: The title product of Example 123 is reacted with ammonium chloride by the method of Example 5 to generate the title compound. The reactants are O1C(=CC=C1)C(=O)O (2-furoic acid), NC=1C(N(C(N(C1N)CCC)=O)CCC)=O (5,6-diamino-1,3-dipropyluracil), ethyl-3-(3-dimethylamino) propylcarbodiimide, Cl (HCl), [OH-].[Na+] (NaOH). Run in O (water). Conditions: time 2 hour. Product: C(CC)N1C(=O)N(C=2N=C(NC2C1=O)C=1OC=CC1)CCC (1,3-dipropyl-8-(2-furanyl)xanthine), yellow solid. Reaction SMILES: [O:1]1[CH:5]=[CH:4][CH:3]=[C:2]1[C:6](O)=O.[NH2:9][C:10]1[C:11](=[O:24])[N:12]([CH2:21][CH2:22][CH3:23])[C:13](=[O:20])[N:14]([CH2:17][CH2:18][CH3:19])[C:15]=1[NH2:16].Cl.[OH-].[Na+]>O>[CH2:21]([N:12]1[C:11](=[O:24])[C:10]2[NH:9][C:6]([C:2]3[O:1][CH:5]=[CH:4][CH:3]=3)=[N:16][C:15]=2[N:14]([CH2:17][CH2:18][CH3:19])[C:13]1=[O:20])[CH2:22][CH3:23] |f:3.4|. Reported procedure: The starting 1,3-dipropyl-8-(2-furanyl)xanthine is prepared as follows: 1.8 g (17 mmol) 2-furoic acid is added to a solution of 3.7 g, 5,6-diamino-1,3-dipropyluracil (17 mmol) (J. Am. Chem. Soc. (1954) 76 2798) in 50 ml water. The pH is adjusted to 5, then 3.2 g (17 mmol) ethyl-3-(3-dimethylamino) propylcarbodiimide is added. The pH is maintained between 5 and 6 using 1 N HCl. After 2 hours the pH stabilizes, and the solution is taken to pH 13 using 50% aqueous NaOH. The resulting mixture is ref... The reactants are I(=O)(=O)(=O)O (periodic acid), OC1C(C2=CC=C(C=C2C1)OC[C@@H]1OCCC1)=O (2-hydroxy-5-[(R)-1-(tetrahydrofuran-2-yl)methoxy]-indan-1-one). Solvent: O (water), O.C1CCOC1 (water THF), O (water). Run at temperature 0 celsius, time 1 hour. The product is OC1OC(C2=CC=C(C=C2C1)OC[C@@H]1OCCC1)=O (3-Hydroxy-6-[(R)-1-(tetrahydrofuran-2-yl)methoxy]-isochroman-1-one). Reaction SMILES: I(O)(=O)(=O)=[O:2].[OH:6][CH:7]1[CH2:15][C:14]2[C:9](=[CH:10][CH:11]=[C:12]([O:16][CH2:17][C@H:18]3[CH2:22][CH2:21][CH2:20][O:19]3)[CH:13]=2)[C:8]1=[O:23]>O.O.C1COCC1>[OH:2][CH:7]1[CH2:15][C:14]2[C:9](=[CH:10][CH:11]=[C:12]([O:16][CH2:17][C@H:18]3[CH2:22][CH2:21][CH2:20][O:19]3)[CH:13]=2)[C:8](=[O:23])[O:6]1 |f:3.4|. Reported procedure: A solution of periodic acid in water (0.5 M; 5.2 mL) was added at 0° C. to a solution of 2-hydroxy-5-[(R)-1-(tetrahydrofuran-2-yl)methoxy]-indan-1-one (581 mg) in water/THF 1:1 (12 mL) and the solution was stirred at 0° C. for 1 h. After adding water it was extracted with ether, dried over magnesium sulfate and concentrated. The residue was purified by preparative HPLC. In this way the product was obtained with molecular weight 264.28 (C14H16O5); MS (ESI): 265 (M+H+). Starting materials: ClC=1C=C(C=CC1)C(=O)OO (3-chlorobenzenecarboperoxoic acid), CSC=1C=NC=C(C1)C#CC1=CC=CC=C1 (3-Methylsulfanyl-5-phenylethynylpyridine), S(=S)([O-])[O-].[Na+].[Na+] (sodium thiosulfite). The solvent is ClCCl (dichloromethane), aqueous solution, ClCCl (dichloromethane). Conditions: time 2 hour. The product is CS(=O)(=O)C=1C=NC=C(C1)C#CC1=CC=CC=C1 (3-Methanesulfonyl-5-phenylethynylpyridine). Yield: 64.0%. Reaction SMILES: Cl[C:2]1C=C(C(OO)=O)C=CC=1.CS[C:14]1[CH:15]=[N:16][CH:17]=[C:18]([C:20]#[C:21][C:22]2[CH:27]=[CH:26][CH:25]=[CH:24][CH:23]=2)[CH:19]=1.[S:28]([O-:31])([O-:30])=S.[Na+].[Na+]>ClCCl>[CH3:2][S:28]([C:14]1[CH:15]=[N:16][CH:17]=[C:18]([C:20]#[C:21][C:22]2[CH:27]=[CH:26][CH:25]=[CH:24][CH:23]=2)[CH:19]=1)(=[O:31])=[O:30] |f:2.3.4|. Procedure: Add 3-chlorobenzenecarboperoxoic acid (79.2 mg, 0.46 mmol) to a solution of 3-methylsulfanyl-5-phenylethynyl-pyridine, (prepared as described in EXAMPLE 128), (34.4 mg, 0.15 mmol) in dichloromethane (1 mL) at 0° C., warm to room temperature and stir for 2 h. Dilute with a 5% aqueous solution of sodium thiosulfite and dichloromethane. After separating the layers, sequentially wash the organic layer with a 5% aqueous solution of sodium thiosulfite and an aqueous saturated solution of sodium chlori... Reactants: CC1(O[C@@H]2[C@H](O1)C(=C[C@H]2C=C)COC(C2=CC=CC=C2)(C2=CC=CC=C2)C2=CC=CC=C2)C ((3aS,4R,6aR)-2,2-dimethyl-6-(trityloxymethyl)-4-vinyl-4,6a-dihydro-3aH-cyclopenta[d][1,3]dioxole). Run in CC1(OO1)C (DMDO), CC(=O)C (acetone). Run at temperature -20 celsius, time 7 hour. Product: CC1(O[C@@H]2[C@H](O1)C=C[C@H]2[C@@H]2OC2)C ((3aS,4S,6aR)-2,2-dimethyl-4-((S)-oxiran-2-yl)-4,6a-dihydro-3aH-cyclopenta[d][1,3]dioxole). As a reaction SMILES: [CH3:1][C:2]1([CH3:33])[O:6][C@@H:5]2[C:7]([CH2:12][O:13][C:14](C3C=CC=CC=3)(C3C=CC=CC=3)C3C=CC=CC=3)=[CH:8][C@@H:9](C=C)[C@@H:4]2[O:3]1>CC1(C)OO1.CC(C)=O>[CH3:33][C:2]1([CH3:1])[O:3][C@@H:4]2[CH:9]=[CH:8][C@@H:7]([C@H:12]3[CH2:14][O:13]3)[C@@H:5]2[O:6]1. Reported procedure: (3aS,4R,6aR)-2,2-dimethyl-6-(trityloxymethyl)-4-vinyl-4,6a-dihydro-3aH-cyclopenta[d][1,3]dioxole (2-3) (7.0 g, 42.1 mmol, 1.0 equiv) was dissolved in a freshly prepared solution of DMDO in acetone (460 mL, 0.085 M, 0.9 equity), stirred at −20° C. for 7 hours and stored at −18° C. overnight. The reaction mixture was concentrated and purified via flash chromatography on a silica gel column (ethyl acetate/hexanes) to yield desired (3aS,4S,6aR)-2,2-dimethyl-4-((S)-oxiran-2-yl)-4,6a-dihydro-3aH-cyclo... Procedure details: Ethyl 3,4-dimethylpyrrolo[3,2-b]carbazole-2-carboxylate (500 mg) and 95% hydrazine (5 cm3) were stirred and heated at 120° C. for 6 h in a Readi-Vial. The mixture was allowed to stand overnight, cooled in ice and filtered. The resulting yellow solid was washed carefully with water and dried. Yield of title compound 350 mg (73%), no sharp m.p. but decomposes at 285° C. (Found: C, 69;19; H, 5.57; N, 19.38. Calc. for C17H16N4O. 0.1H2O requires C, 69.42; H, 5.55; N, 19.05%); δH [2H6 ]-DMSO) 10.80 (1... The reactants are CC=1C(=NC=2C1C(=C1N=C3C=CC=CC3=C1C2)C)C(=O)OCC (Ethyl 3,4-dimethylpyrrolo[3,2-b]carbazole-2-carboxylate), NN (hydrazine). Yields the product CC=1C(=NC=2C1C(=CC1=C3C=CC=CC3=NC21)C)C(=O)NN (3,4-Dimethyl-2-(hydrazinocarbonyl)pyrrolo[3,2-]carbazole). Reaction SMILES: [CH3:1][C:2]1[C:3]([C:19]([O:21]CC)=O)=[N:4][C:5]2[C:6]=1[C:7]([CH3:18])=[C:8]1[C:16]([CH:17]=2)=[C:15]2[C:10]([CH:11]=[CH:12][CH:13]=[CH:14]2)=[N:9]1.[NH2:24][NH2:25]>>[CH3:1][C:2]1[C:3]([C:19]([NH:24][NH2:25])=[O:21])=[N:4][C:5]2[C:6]=1[C:7]([CH3:18])=[CH:8][C:16]1[C:17]=2[N:9]=[C:10]2[C:15]=1[CH:14]=[CH:13][CH:12]=[CH:11]2. Run at temperature 120 celsius, time 8 hour.